Dataset: the Open Reaction Database (ORD), a public repository of structured organic reaction records. Task: describe an organic reaction: reactants, conditions, products, and yield The reactants are Heterocyclic, C(C)N(C1=NC=C(C=C1)[N+](=O)[O-])CC (2-diethylamino-5-nitropyridine), [Sn](Cl)Cl (tin (II) chloride). Solvent: C(C)OCC (diethyl ether), Cl (hydrochloric acid). The product is NC=1C=CC(=NC1)N(CC)CC (5-amino-2-diethylaminopyridine). The yield is 191.5%. Reaction SMILES: [CH2:1]([N:3]([CH2:13][CH3:14])[C:4]1[CH:9]=[CH:8][C:7]([N+:10]([O-])=O)=[CH:6][N:5]=1)[CH3:2].[Sn](Cl)Cl>C(OCC)C.Cl>[NH2:10][C:7]1[CH:8]=[CH:9][C:4]([N:3]([CH2:13][CH3:14])[CH2:1][CH3:2])=[N:5][CH:6]=1. Reported procedure: Following procedures similar to those disclosed in Artland, et al., J. Heterocyclic Chem., Vol. 14, 129-134 (1977), the reaction of 10.0 g (0.0512 mole) of 2-diethylamino-5-nitropyridine with 147.0 g (0.659 mole) of tin (II) chloride dehydrate in diethyl ether and concentrated hydrochloric acid produced a residue. This reaction was repeated, and the residues were combined, giving a total of 20 g. The combined residue was purified by column chromatography on silica gel, eluting with acetone to yi... The reactants are SC1=NC2=CC=CC=C2C(N1C1=CC=CC=C1)=O (2-mercapto-3-phenyl-4(3H)-quinazolinone), C(\C=C(/C)\CCC=C(C)C)Br (geranyl bromide). Product: C(\C=C(/C)\CCC=C(C)C)SC1=NC2=CC=CC=C2C(N1C1=CC=CC=C1)=O (2-Geranylthio-3-phenyl-4(3H)-quinazolinone). The yield is 57.6%. Reaction SMILES: [SH:1][C:2]1[N:11]([C:12]2[CH:17]=[CH:16][CH:15]=[CH:14][CH:13]=2)[C:10](=[O:18])[C:9]2[C:4](=[CH:5][CH:6]=[CH:7][CH:8]=2)[N:3]=1.[CH2:19](Br)/[CH:20]=[C:21](/[CH2:23][CH2:24][CH:25]=[C:26]([CH3:28])[CH3:27])\[CH3:22]>>[CH2:19]([S:1][C:2]1[N:11]([C:12]2[CH:13]=[CH:14][CH:15]=[CH:16][CH:17]=2)[C:10](=[O:18])[C:9]2[C:4](=[CH:5][CH:6]=[CH:7][CH:8]=2)[N:3]=1)/[CH:20]=[C:21](/[CH2:23][CH2:24][CH:25]=[C:26]([CH3:28])[CH3:27])\[CH3:22]. Reported procedure: The title compound was prepared in a yield of 57.6%, using 2-mercapto-3-phenyl-4(3H)-quinazolinone in place of 3-isobutyl-2-mercapto-4(3H)-quinazolinone and geranyl bromide in place of 2-chloromethylpyridine hydrochloride. Starting materials: ClC1=CC=C(OC2=C(C3=C(N(C(N(C3=O)CCCOC3OCCCC3)=O)C)N=C2)C(O)C2=CC=C(C=C2)F)C=C1 (6-(4-chlorophenoxy)-5-((4-fluorophenyl)(hydroxy)methyl)-1-methyl-3-(3-(tetra hydro-2H-pyran-2-yloxy)propyl)pyrido[2,3-d]pyrimidine-2,4(1H,3H)-dione). Reagents/catalysts: [Zn] (Zn). The solvent is C(=O)O (HCOOH). Reaction conditions: temperature 60 celsius. Product: ClC1=CC=C(OC2=C(C3=C(N(C(N(C3=O)CCCOC=O)=O)C)N=C2)CC2=CC=C(C=C2)F)C=C1 ((6-(4-chlorophenoxy)-5-(4-fluorobenzyl)-1-methyl-2,4-dioxo-1,2-dihydropyrido[2,3-d]pyrimidin-3(4H)-yl)propylformate). Isolated yield 100.4%. Reaction SMILES: [Cl:1][C:2]1[CH:40]=[CH:39][C:5]([O:6][C:7]2[CH:29]=[N:28][C:10]3[N:11]([CH3:27])[C:12](=[O:26])[N:13]([CH2:16][CH2:17][CH2:18][O:19][CH:20]4CCCC[O:21]4)[C:14](=[O:15])[C:9]=3[C:8]=2[CH:30]([C:32]2[CH:37]=[CH:36][C:35]([F:38])=[CH:34][CH:33]=2)O)=[CH:4][CH:3]=1>C(O)=O.[Zn]>[Cl:1][C:2]1[CH:3]=[CH:4][C:5]([O:6][C:7]2[CH:29]=[N:28][C:10]3[N:11]([CH3:27])[C:12](=[O:26])[N:13]([CH2:16][CH2:17][CH2:18][O:19][CH:20]=[O:21])[C:14](=[O:15])[C:9]=3[C:8]=2[CH2:30][C:32]2[CH:33]=[CH:34][C:35]([F:38])=[CH:36][CH:37]=2)=[CH:39][CH:40]=1. Reported procedure: To a solution of 6-(4-chlorophenoxy)-5-((4-fluorophenyl)(hydroxy)methyl)-1-methyl-3-(3-(tetra hydro-2H-pyran-2-yloxy)propyl)pyrido[2,3-d]pyrimidine-2,4(1H,3H)-dione (55 mg, 0.10 mmol) in HCOOH (3 mL) was added Zn dust (40.4 mg, 0.62 mmol). The reaction was heated at 60° C. for 2 h then cooled to RT and filtered. The filtrate was concentrated to give 3-((6-(4-chlorophenoxy)-5-(4-fluorobenzyl)-1-methyl-2,4-dioxo-1,2-dihydropyrido[2,3-d]pyrimidin-3(4H)-yl)propylformate (50 mg, 100% yield) as a whit... Run in C1CCOC1 (THF). RXN SMILES: C1(C[O:8][C:9](=[O:58])[CH2:10][N:11]([C:23](=[O:57])[C:24]2[CH:29]=[C:28]([O:30][CH2:31][CH2:32][CH2:33][CH2:34][CH2:35][CH2:36][CH2:37][CH2:38][CH2:39][CH2:40][CH2:41][CH2:42][CH2:43][CH2:44][CH2:45][CH2:46][CH2:47][CH3:48])[CH:27]=[CH:26][C:25]=2[O:49]CC2C=CC=CC=2)[CH2:12][C:13]([O:15]CC2C=CC=CC=2)=[O:14])C=CC=CC=1>[Pd].C1COCC1>[C:13]([CH2:12][N:11]([C:23](=[O:57])[C:24]1[CH:29]=[C:28]([O:30][CH2:31][CH2:32][CH2:33][CH2:34][CH2:35][CH2:36][CH2:37][CH2:38][CH2:39][CH2:40][CH2:41][CH2:42][CH2:43][CH2:44][CH2:45][CH2:46][CH2:47][CH3:48])[CH:27]=[CH:26][C:25]=1[OH:49])[CH2:10][C:9]([OH:58])=[O:8])([OH:15])=[O:14]. Procedure details: A mixture of 0.60 g of N-[5-(octadecyloxy)-2-(phenylmethoxy) benzoyl]-N-[2-(phenylmethoxy)-2-oxoethyl]glycine phenylmethyl ester and 0.20 g of 10% palladium on carbon in 20 ml of THF was stirred under a hydrogen atmosphere at room temperature for 23 hours. The catalyst was removed by filtration and the filtrate was concentrated at reduced pressure to a solid which was triturated with ether to give 0.27 g (68% yield, mp 128°-132°) of N-(carboxymethyl)-N-[2-hydroxy-5-(octadecyloxy)benzoyl]glycine. Run at time 23 hour. Reagents/catalysts: [Pd] (palladium on carbon). The reactants are C1(=CC=CC=C1)COC(CN(CC(=O)OCC1=CC=CC=C1)C(C1=C(C=CC(=C1)OCCCCCCCCCCCCCCCCCC)OCC1=CC=CC=C1)=O)=O (N-[5-(octadecyloxy)-2-(phenylmethoxy) benzoyl]-N-[2-(phenylmethoxy)-2-oxoethyl]glycine phenylmethyl ester). Isolated yield 68.3%. The product is C(=O)(O)CN(CC(=O)O)C(C1=C(C=CC(=C1)OCCCCCCCCCCCCCCCCCC)O)=O (N-(carboxymethyl)-N-[2-hydroxy-5-(octadecyloxy)benzoyl]glycine). Reactants: ON=C(C(=O)C)C=1C=NC=CC1 (1-hydroxyimino-1-(3-pyridyl)acetone), FC1=C(C=O)C=CC=C1 (2-fluorobenzaldehyde), C(C)(=O)[O-].[NH4+] (ammonium acetate), C([O-])([O-])=O.[K+].[K+] (potassium carbonate). Solvent: C(C)(=O)O (acetic acid), O (water). Product: FC1=C(C=CC=C1)C=1N(C(=C(N1)C)C=1C=NC=CC1)O (2-(2-fluorophenyl)-1-hydroxy-4-methyl-5-(3-pyridyl)imidazole). Isolated yield 28.0%. As a reaction SMILES: [OH:1][N:2]=[C:3]([C:7]1[CH:8]=[N:9][CH:10]=[CH:11][CH:12]=1)[C:4]([CH3:6])=O.[F:13][C:14]1[CH:21]=[CH:20][CH:19]=[CH:18][C:15]=1[CH:16]=O.C([O-])(=O)C.[NH4+:26].C(=O)([O-])[O-].[K+].[K+]>C(O)(=O)C.O>[F:13][C:14]1[CH:21]=[CH:20][CH:19]=[CH:18][C:15]=1[C:16]1[N:2]([OH:1])[C:3]([C:7]2[CH:8]=[N:9][CH:10]=[CH:11][CH:12]=2)=[C:4]([CH3:6])[N:26]=1 |f:2.3,4.5.6|. Procedure: To a solution 1-hydroxyimino-1-(3-pyridyl)acetone (0.5 g) in acetic acid (10 ml) was added 2-fluorobenzaldehyde (0.76 g) and ammonium acetate (2.35 g), and refluxed for 30 minutes. Then, the solution was poured into water (75 ml), neutrallized with aqueous potassium carbonate, and extracted with ethyl acetate. The extract was dried over magnesium sulfate and concentrated, and the residue was triturated with diisopropyl ether to give 2-(2-fluorophenyl)-1-hydroxy-4-methyl-5-(3-pyridyl)imidazole (0... RXN SMILES: [OH:1][C:2]1[CH:15]=[CH:14][C:13]([CH3:16])=[CH:12][C:3]=1[C:4]([C:6]1[CH:11]=[CH:10][CH:9]=[CH:8][CH:7]=1)=[O:5].Br[C:18]1[CH:23]=[CH:22][CH:21]=[CH:20][C:19]=1[CH2:24][C:25]([O:27][CH3:28])=[O:26].C([O-])([O-])=O.[K+].[K+]>CC(C)=O>[C:4]([C:3]1[CH:12]=[C:13]([CH3:16])[CH:14]=[CH:15][C:2]=1[O:1][CH:24]([C:19]1[CH:20]=[CH:21][CH:22]=[CH:23][CH:18]=1)[C:25]([O:27][CH3:28])=[O:26])(=[O:5])[C:6]1[CH:11]=[CH:10][CH:9]=[CH:8][CH:7]=1 |f:2.3.4|. Yields the product C(C1=CC=CC=C1)(=O)C1=C(OC(C(=O)OC)C2=CC=CC=C2)C=CC(=C1)C (methyl 2-(2-benzoyl-4-methylphenoxy)-2-phenylacetate). Run in CC(=O)C (acetone). Yield: 18.8%. The reactants are OC1=C(C(=O)C2=CC=CC=C2)C=C(C=C1)C (2-hydroxy-5-methylbenzophenone), BrC1=C(C=CC=C1)CC(=O)OC (methyl 2-bromophenylacetate), C(=O)([O-])[O-].[K+].[K+] (K2CO3). Procedure: To a solution of 1.00 g (4.72 mmol) of 2-hydroxy-5-methylbenzophenone and 1.19 g (5.19 mmol) of methyl 2-bromophenylacetate in 10 mL of acetone was added 1.30 g (9.44 mmol) of K2CO3 and the mixture was stirred and refluxed for 14 hours. The mixture was cooled, filtered and evaporated in vacuo and the residue was purified on a silica gel flash chromatography column eluted with 5% ethyl acetate/hexane to afford 0.320 g (19%) of the title compound. Starting materials: ClC=1C=CC=C2C(=C(C=NC12)C(=O)OCC)O (Ethyl 8-chloro-4-hydroxyquinoline-3-carboxylate), ClC1=CC=C(CN)C=C1 (4-chlorobenzyl-amine). Yields the product ClC=1C=CC=C2C(=C(C=NC12)C(=O)NCC1=CC=C(C=C1)Cl)O (8-Chloro-N-[(4-chlorophenyl)methyl]-4-hydroxy-3-quinolinecarboxamide). RXN SMILES: [Cl:1][C:2]1[CH:3]=[CH:4][CH:5]=[C:6]2[C:11]=1[N:10]=[CH:9][C:8]([C:12]([O:14]CC)=O)=[C:7]2[OH:17].[Cl:18][C:19]1[CH:26]=[CH:25][C:22]([CH2:23][NH2:24])=[CH:21][CH:20]=1>>[Cl:1][C:2]1[CH:3]=[CH:4][CH:5]=[C:6]2[C:11]=1[N:10]=[CH:9][C:8]([C:12]([NH:24][CH2:23][C:22]1[CH:25]=[CH:26][C:19]([Cl:18])=[CH:20][CH:21]=1)=[O:14])=[C:7]2[OH:17]. Procedure details: Ethyl 8-chloro-4-hydroxyquinoline-3-carboxylate (1.21 g) and 4-chlorobenzyl-amine (1.8 mL) are heated at 180° C. for 2 hours. The reaction is cooled to room temperature and the resulting solid filtered, washed thoroughly with diethyl ether and methylene chloride, and dried to give the desired product (1.44 g).